Dataset: the Open Reaction Database (ORD), a public repository of structured organic reaction records. Task: describe an organic reaction: reactants, conditions, products, and yield The reactants are CCOC(=O)C (EtOAc), ClC1=CC=C(C=C1)N(C(CC(C1=CC=CC=C1)CCOS(=O)(=O)C)=O)C (N-(4-Chlorophenyl)-beta-(2-methanesulfonyloxyethyl)-N-methyl-benzenepropanamide), C(C)(=O)NC1(CCNCC1)C1=CC=CC=C1 (4-acetylamino-4-phenylpiperidine), C(C)N(C(C)C)C(C)C (ethyl-N,N-diisopropylamine). The solvent is O (water), CN(C)C=O (DMF). Run at temperature 80 celsius. Product: C(C)(=O)NC1(CCN(CC1)CCC(CC(=O)N(C)C1=CC=C(C=C1)Cl)C1=CC=CC=C1)C1=CC=CC=C1 (4-(Acetylamino)-N-(4-chlorophenyl)-N-methyl-Beta,4-diphenyl-1-piperidinepentanamide). Reaction SMILES: [Cl:1][C:2]1[CH:7]=[CH:6][C:5]([N:8]([CH3:26])[C:9](=[O:25])[CH2:10][CH:11]([CH2:18][CH2:19]OS(C)(=O)=O)[C:12]2[CH:17]=[CH:16][CH:15]=[CH:14][CH:13]=2)=[CH:4][CH:3]=1.[C:27]([NH:30][C:31]1([C:37]2[CH:42]=[CH:41][CH:40]=[CH:39][CH:38]=2)[CH2:36][CH2:35][NH:34][CH2:33][CH2:32]1)(=[O:29])[CH3:28].C(N(C(C)C)C(C)C)C.CCOC(C)=O>CN(C=O)C.O>[C:27]([NH:30][C:31]1([C:37]2[CH:42]=[CH:41][CH:40]=[CH:39][CH:38]=2)[CH2:32][CH2:33][N:34]([CH2:19][CH2:18][CH:11]([C:12]2[CH:17]=[CH:16][CH:15]=[CH:14][CH:13]=2)[CH2:10][C:9]([N:8]([C:5]2[CH:6]=[CH:7][C:2]([Cl:1])=[CH:3][CH:4]=2)[CH3:26])=[O:25])[CH2:35][CH2:36]1)(=[O:29])[CH3:28]. Procedure details: N-(4-Chlorophenyl)-beta-(2-methanesulfonyloxyethyl)-N-methyl-benzenepropanamide (2.0 g) in DMF (10 mL) was treated with 4-acetylamino-4-phenylpiperidine hydrochlorode (3.21 g) and ethyl-N,N-diisopropylamine (2.48 g) and the mixture heated at 80° C. for 2 hours. The cooled reaction mixture was diluted the EtOAc (50 mL) and water (50 mL) and the aqueous phase removed. The aqueous layer was extracted with EtOAc (2×50 mL) and the combined organic extracts, washed with water (50 mL), dried over MgSO4... Product: Cc1cccc(-n2c(=O)c(C(=O)O)nc3ccccc32)n1. As a reaction SMILES: [C:24](=[O:25])([O-:26])[O-:27].[CH2:30]1[O:31][CH2:32][CH2:33][O:34][CH2:35]1.[CH3:1][c:2]1[cH:3][cH:4][cH:5][c:6](-[n:8]2[c:9](=[O:23])[c:10]([C:18](=[O:19])[O:20][CH2:21][CH3:22])[n:11][c:12]3[cH:13][cH:14][cH:15][cH:16][c:17]23)[n:7]1.[K+:28].[K+:29].[OH2:36]>>[CH3:1][c:2]1[cH:3][cH:4][cH:5][c:6](-[n:8]2[c:9](=[O:23])[c:10]([C:18](=[O:19])[OH:20])[n:11][c:12]3[cH:13][cH:14][cH:15][cH:16][c:17]23)[n:7]1. The reactants are O=C([O-])[O-], C1COCCO1, CCOC(=O)c1nc2ccccc2n(-c2cccc(C)n2)c1=O, [K+], [K+], O. Starting materials: C([O-])([O-])=O.[K+].[K+] (potassium carbonate), [H-].[Na+] (Sodium hydride), C(C1=CC=CC=C1)(=O)C=1N(C=CC1)CC(=O)OC (methyl (2-benzoylpyrrol-1-yl)acetate), C(=O)OC (methyl formate). Solvent: petrol, CN(C)C=O (DMF), CN(C)C=O (DMF). Yields the product OC=C(C(=O)OC)N1C(=CC=C1)C(C1=CC=CC=C1)=O (methyl 3-hydroxy-2-(2-benzoylpyrrol-1-yl)acrylate). The yield is 86.2%. Reaction SMILES: [H-].[Na+].[C:3]([C:11]1[N:12]([CH2:16][C:17]([O:19][CH3:20])=[O:18])[CH:13]=[CH:14][CH:15]=1)(=[O:10])[C:4]1[CH:9]=[CH:8][CH:7]=[CH:6][CH:5]=1.[CH:21](OC)=[O:22].C(=O)([O-])[O-].[K+].[K+]>CN(C=O)C>[OH:22][CH:21]=[C:16]([N:12]1[CH:13]=[CH:14][CH:15]=[C:11]1[C:3](=[O:10])[C:4]1[CH:5]=[CH:6][CH:7]=[CH:8][CH:9]=1)[C:17]([O:19][CH3:20])=[O:18] |f:0.1,4.5.6|. Procedure: Sodium hydride (1.44 g, 55% in oil, 0.033 mol) was washed with petrol 60°-80° and suspended in DMF (15 ml). To this the methyl (2-benzoylpyrrol-1-yl)acetate (4.0 g, 0.0165 mol) in DMF (15 ml) and methyl formate (20.3 ml, 0.33 mol) was added dropwise at room temperature. After 4 hours it was poured into 200 ml of 10% potassium carbonate, washed with diethyl ether (2×100 mls), then the aqueous was neutralised with concentrated hydrochloric acid and extracted with diethyl ether (2×100 ml). These ex... The reactants are C([O-])(O)=O.[Na+] (sodium bicarbonate), Cl.Cl.NC1CCN(CC1)CCN1C(C=NC2=CC=C(C=C12)F)=O (1-[2-(4-amino-1-piperidinyl)ethyl]-7-fluoro-2(1H)-quinoxalinone dihydrochloride), C(C)(=O)O[BH-](OC(C)=O)OC(C)=O.[Na+] (sodium triacetoxyborohydride), O=C1NC2=C(OC1)C=CC(=N2)C=O (3-oxo-3,4-dihydro-2H-pyrido[3,2-b][1,4]oxazine-6-carboxaldehyde), 3A. Run in C(C)N(CC)CC (triethylamine), C(Cl)(Cl)Cl (chloroform), CO (MeOH). Reaction conditions: time 7.5 hour. The product is Cl.Cl.O1CCC=2C1=CN=C(C2)CNC2CCN(CC2)CCN2C(C=NC1=CC=C(C=C21)F)=O (1-(2-{4-[(2,3-dihydrofuro[2,3-c]pyridin-5-ylmethyl)amino]-1-piperidinyl}ethyl)-7-fluoro-2(1H)-quinoxalinone Dihydrochloride). Yield: 91.0%. RXN SMILES: [ClH:1].Cl.[NH2:3][CH:4]1[CH2:9][CH2:8][N:7]([CH2:10][CH2:11][N:12]2[C:21]3[C:16](=[CH:17][CH:18]=[C:19]([F:22])[CH:20]=3)[N:15]=[CH:14][C:13]2=[O:23])[CH2:6][CH2:5]1.O=[C:25]1[CH2:30][O:29][C:28]2[CH:31]=[CH:32][C:33]([CH:35]=O)=[N:34][C:27]=2N1.C(O[BH-](OC(=O)C)OC(=O)C)(=O)C.[Na+].C(=O)(O)[O-].[Na+]>CO.C(N(CC)CC)C.C(Cl)(Cl)Cl>[ClH:1].[ClH:1].[O:29]1[C:28]2=[CH:27][N:34]=[C:33]([CH2:35][NH:3][CH:4]3[CH2:5][CH2:6][N:7]([CH2:10][CH2:11][N:12]4[C:21]5[C:16](=[CH:17][CH:18]=[C:19]([F:22])[CH:20]=5)[N:15]=[CH:14][C:13]4=[O:23])[CH2:8][CH2:9]3)[CH:32]=[C:31]2[CH2:25][CH2:30]1 |f:0.1.2,4.5,6.7,11.12.13|. Reported procedure: A solution of 1-[2-(4-amino-1-piperidinyl)ethyl]-7-fluoro-2(1H)-quinoxalinone dihydrochloride (60 mg; 0.166 mmol) and 3-oxo-3,4-dihydro-2H-pyrido[3,2-b][1,4]oxazine-6-carboxaldehyde (for a synthesis see WO2003087098, Example 31(e))(35 mg, 0.20 mmol) in MeOH (3 ml), chloroform (3 ml) and triethylamine (0.06 ml) was heated under reflux with 3A molecular sieves overnight. It was cooled and sodium triacetoxyborohydride (0.11 g; 0.52 mmol) was added, and the mixture was stirred at rt for 7-8 h. Aqueo... Starting materials: ClC=1C=CC2=C(NC(CC(C2=O)=CN(C)C)=O)C1 (8-chloro-4-dimethylaminomethylene-3,4-dihydro-1H-benzo[b]azepine-2,5-dione), [N+](=O)(O)[O-].CC=1C=C(C=CC1C)NC(=N)N (N-(3,4-dimethyl-phenyl)-guanidine nitrate). Yields the product ClC=1C=CC2=C(NC(CC3=C2N=C(N=C3)NC3=CC(=C(C=C3)C)C)=O)C1 (9-Chloro-2-(3,4-dimethyl-phenylamino)-5H,7H-benzo[b]pyrimido[4,5-d]azepin-6-one). Reaction SMILES: [Cl:1][C:2]1[CH:3]=[CH:4][C:5]2[C:11](=O)[C:10](=[CH:13]N(C)C)[CH2:9][C:8](=[O:17])[NH:7][C:6]=2[CH:18]=1.[N+]([O-])(O)=O.[CH3:23][C:24]1[CH:25]=[C:26]([NH:31][C:32]([NH2:34])=[NH:33])[CH:27]=[CH:28][C:29]=1[CH3:30]>>[Cl:1][C:2]1[CH:3]=[CH:4][C:5]2[C:11]3[N:33]=[C:32]([NH:31][C:26]4[CH:27]=[CH:28][C:29]([CH3:30])=[C:24]([CH3:23])[CH:25]=4)[N:34]=[CH:13][C:10]=3[CH2:9][C:8](=[O:17])[NH:7][C:6]=2[CH:18]=1 |f:1.2|. Procedure: In a manner similar to that described for method I, 8-chloro-4-dimethylaminomethylene-3,4-dihydro-1H-benzo[b]azepine-2,5-dione (v-j) and N-(3,4-dimethyl-phenyl)-guanidine nitrate were converted to I-29 (59%): HRMS Calcd. for C20H17ClN4O: 365.1169, Found 365.1143.